This data is from the Open Reaction Database (ORD), a public repository of structured organic reaction records. The task is: describe an organic reaction: reactants, conditions, products, and yield The reactants are CN1C(NC(C=2NC=NC12)=O)=O (3-methylxanthine), ClCCCCC(C#C)(C)O (1-chloro-5-hydroxy-5-methyl-6-heptyne), C([O-])([O-])=O.[K+].[K+] (potassium carbonate). The solvent is CN(C=O)C (dimethylformamide). The product is OC(CCCCN1C=NC=2N(C(NC(C12)=O)=O)C)(C#C)C (7-(5-Hydroxy-5-methyl-6-heptynyl)-3-methylxanthine). RXN SMILES: [CH3:1][N:2]1[C:10]2[N:9]=[CH:8][NH:7][C:6]=2[C:5](=[O:11])[NH:4][C:3]1=[O:12].Cl[CH2:14][CH2:15][CH2:16][CH2:17][C:18]([OH:22])([CH3:21])[C:19]#[CH:20].C(=O)([O-])[O-].[K+].[K+]>CN(C)C=O>[OH:22][C:18]([CH3:21])([C:19]#[CH:20])[CH2:17][CH2:16][CH2:15][CH2:14][N:7]1[C:6]2[C:5](=[O:11])[NH:4][C:3](=[O:12])[N:2]([CH3:1])[C:10]=2[N:9]=[CH:8]1 |f:2.3.4|. Procedure: 33.2 g (0.2 mol) of 3-methylxanthine in 350 ml of dimethylformamide were stirred with 32.1 g (0.2 mol) of 1-chloro-5-hydroxy-5-methyl-6-heptyne from Example 1B1) in the presence of 13.8 g (0.1 mol) of potassium carbonate at 120° C. for 6 hours. The hot mixture was then filtered, evaporated to dryness under reduced pressure and taken up in ethanol and, at the boiling point, diisopropyl ether was added to cloudiness, and the mixture was left to crystallize with cooling. The product is Cc1oc2cc(C3CC(=O)N(C4CC4)C(=O)C3)ccc2c1C. Reactants: Cc1oc2cc(C3CC(=O)OC(=O)C3)ccc2c1C, CC(=O)O, Cc1ccccc1, NC1CC1, O. As a reaction SMILES: [CH3:1][c:2]1[o:3][c:4]2[c:5]([c:6]1[CH3:7])[cH:8][cH:9][c:10]([CH:12]1[CH2:13][C:14](=[O:15])[O:16][C:17](=[O:19])[CH2:18]1)[cH:11]2.[CH3:24][C:25](=[O:26])[OH:27].[CH3:29][c:30]1[cH:31][cH:32][cH:33][cH:34][cH:35]1.[CH:20]1([NH2:23])[CH2:21][CH2:22]1.[OH2:28]>>[CH3:1][c:2]1[o:3][c:4]2[c:5]([c:6]1[CH3:7])[cH:8][cH:9][c:10]([CH:12]1[CH2:13][C:14](=[O:16])[N:23]([CH:20]3[CH2:21][CH2:22]3)[C:17](=[O:19])[CH2:18]1)[cH:11]2. The reactants are C(Cl)Cl (CH2Cl2), [N+](=O)([O-])[O-].[K+] (KNO3), FC1(OC2=C(O1)C=CC=C2C2=NNC=C2)F (3-(2,2-difluorobenzo-1,3-dioxol-4-yl)pyrazole), ice. Run in OS(=O)(=O)O (H2SO4). Reaction conditions: temperature 0 celsius, time 3 hour. Product: ClC=1C(=NNC1)C1=C(C=CC=2OC(OC21)(F)F)[N+](=O)[O-] (4-chloro-3-(2,2-difluoro-5-nitrobenzo-1,3-dioxol-4-yl)pyrazole). Yield: 63.0%. Reaction SMILES: [N+:1]([O-:4])([O-])=[O:2].[K+].[F:6][C:7]1([F:21])[O:11][C:10]2[CH:12]=[CH:13][CH:14]=[C:15]([C:16]3[CH:20]=[CH:19][NH:18][N:17]=3)[C:9]=2[O:8]1.C(Cl)[Cl:23]>OS(O)(=O)=O>[Cl:23][C:20]1[C:16]([C:15]2[C:9]3[O:8][C:7]([F:6])([F:21])[O:11][C:10]=3[CH:12]=[CH:13][C:14]=2[N+:1]([O-:4])=[O:2])=[N:17][NH:18][CH:19]=1 |f:0.1|. Procedure details: 6.3 g (0.063 mol) of KNO3 are added, in small portions and at 0° C., to 12.8 g of 1-(acetyl),4-chloro, 3-(2,2-difluorobenzo-1,3-dioxol-4-yl)pyrazole dissolved in 21 ml of H2SO4 (96%) and 140 ml of CH2Cl2. The reaction mixture is stirred for 3 h at 0° C. and then poured poured onto 300 cm3 of ice. The precipitate is recovered by filtration, washed with water and then heptane and dried. We obtain 8.05 g of 4-chloro-3-(2,2-difluoro-5-nitrobenzo-1,3-dioxol-4-yl)pyrazole melting at 180° C. (yield 63%... Reaction SMILES: [CH3:1][N:2]([CH2:17][CH:18]([C:25]1[CH:30]=[CH:29][C:28]([CH3:31])=[C:27]([CH3:32])[CH:26]=1)[CH2:19][CH2:20]S(C)(=O)=O)[C:3](=[O:16])[C:4]1[CH:9]=[C:8]([O:10][CH3:11])[C:7]([O:12][CH3:13])=[C:6]([O:14][CH3:15])[CH:5]=1.I.[NH:34]1[C:38]2[CH:39]=[CH:40][CH:41]=[CH:42][C:37]=2[N:36]=[C:35]1[C:43]([CH:45]1[CH2:50][CH2:49][NH:48][CH2:47][CH2:46]1)=[O:44]>>[CH3:1][N:2]([CH2:17][CH:18]([C:25]1[CH:30]=[CH:29][C:28]([CH3:31])=[C:27]([CH3:32])[CH:26]=1)[CH2:19][CH2:20][N:48]1[CH2:49][CH2:50][CH:45]([C:43]([C:35]2[NH:34][C:38]3[CH:39]=[CH:40][CH:41]=[CH:42][C:37]=3[N:36]=2)=[O:44])[CH2:46][CH2:47]1)[C:3](=[O:16])[C:4]1[CH:9]=[C:8]([O:10][CH3:11])[C:7]([O:12][CH3:13])=[C:6]([O:14][CH3:15])[CH:5]=1 |f:1.2|. The reactants are CN(C(C1=CC(=C(C(=C1)OC)OC)OC)=O)CC(CCS(=O)(=O)C)C1=CC(=C(C=C1)C)C (N-methyl-N-(2-(3,4-dimethylphenyl)-4-methanesulfonylbutyl)-3,4,5-trimethoxybenzamide), I.N1C(=NC2=C1C=CC=C2)C(=O)C2CCNCC2 (4-(1H-benzimidazole-2-carbonyl)piperidine hydriodic acid salt). Procedure: Prepare by the method of Example 1.7 using N-methyl-N-(2-(3,4-dimethylphenyl)-4-methanesulfonylbutyl)-3,4,5-trimethoxybenzamide and 4-(1H-benzimidazole-2-carbonyl)piperidine hydriodic acid salt to give the title compound. The product is CN(C(C1=CC(=C(C(=C1)OC)OC)OC)=O)CC(CCN1CCC(CC1)C(=O)C1=NC2=C(N1)C=CC=C2)C2=CC(=C(C=C2)C)C (N-Methyl-N-(4-(4-(1H-benzimidazole-2-carbonyl)piperidin-1-yl)-2-(3,4-dimethylphenyl)butyl)-3,4,5-trimethoxybenzamide).